This data is from the Open Reaction Database (ORD), a public repository of structured organic reaction records. The task is: describe an organic reaction: reactants, conditions, products, and yield Reactants: Nc1ccc2ncnc(Nc3cccc(Br)c3)c2c1, CC=C(Br)C(=O)O, CNC, CN(C)CC=CC(=O)Nc1ccc2ncnc(Nc3cccc(I)c3)c2c1. Product: CN(C)CC=CC(=O)Nc1ccc2ncnc(Nc3cccc(Br)c3)c2c1. RXN SMILES: [Br:1][c:2]1[cH:3][c:4]([NH:8][c:9]2[n:10][cH:11][n:12][c:13]3[cH:14][cH:15][c:16]([NH2:19])[cH:17][c:18]23)[cH:5][cH:6][cH:7]1.[Br:20][C:21](=[CH:22][CH3:23])[C:24]([OH:25])=[O:26].[CH3:27][NH:28][CH3:29].[I:30][c:31]1[cH:32][c:33]([NH:34][c:35]2[c:36]3[c:37]([cH:38][cH:39][c:40]([NH:41][C:49]([CH:50]=[CH:51][CH2:52][N:53]([CH3:54])[CH3:55])=[O:56])[cH:42]3)[n:43][cH:44][n:45]2)[cH:46][cH:47][cH:48]1>>[Br:1][c:2]1[cH:3][c:4]([NH:8][c:9]2[n:10][cH:11][n:12][c:13]3[cH:14][cH:15][c:16]([NH:19][C:49]([CH:50]=[CH:51][CH2:52][N:53]([CH3:54])[CH3:55])=[O:56])[cH:17][c:18]23)[cH:5][cH:6][cH:7]1. Starting materials: resultant solution, C(C)(C)(C)OC(=O)NN1C(CNCC1)=O (1-(tert-butoxycarbonylamino)-2-piperazinone), aqueous solution, C([O-])([O-])=O.[Na+].[Na+] (sodium carbonate), ClC=1C=C2C=CC(=CC2=CC1)S(=O)(=O)Cl (6-chloronaphthalene-2-sulfonyl chloride). Solvent: C(C)(=O)OCC (ethyl acetate). Reaction conditions: time 30 minute. The product is C(C)(C)(C)OC(=O)NN1C(CN(CC1)S(=O)(=O)C1=CC2=CC=C(C=C2C=C1)Cl)=O (1-(tert-butoxycarbonylamino)-4-(6-chloronaphthalene-2-sulfonyl)-2-piperazinone). Reaction SMILES: [C:1]([O:5][C:6]([NH:8][N:9]1[CH2:14][CH2:13][NH:12][CH2:11][C:10]1=[O:15])=[O:7])([CH3:4])([CH3:3])[CH3:2].C(=O)([O-])[O-].[Na+].[Na+].[Cl:22][C:23]1[CH:24]=[C:25]2[C:30](=[CH:31][CH:32]=1)[CH:29]=[C:28]([S:33](Cl)(=[O:35])=[O:34])[CH:27]=[CH:26]2>C(OCC)(=O)C>[C:1]([O:5][C:6]([NH:8][N:9]1[CH2:14][CH2:13][N:12]([S:33]([C:28]2[CH:27]=[CH:26][C:25]3[C:30](=[CH:31][CH:32]=[C:23]([Cl:22])[CH:24]=3)[CH:29]=2)(=[O:34])=[O:35])[CH2:11][C:10]1=[O:15])=[O:7])([CH3:4])([CH3:2])[CH3:3] |f:1.2.3|. Procedure: The resultant solution of 1-(tert-butoxycarbonylamino)-2-piperazinone in ethyl acetate (20 ml) and a 10% aqueous solution of sodium carbonate (20 ml) was treated at 0° C. with 6-chloronaphthalene-2-sulfonyl chloride (1.36 g) and stirred at room temperature for 30 minutes. The organic phase was separated, washed with brine, dried and concentrated. The residue thus obtained was purified by a column chromatography on a silica gel (hexane:ethyl acetate=1:2) to obtain 1-(tert-butoxycarbonylamino)-4-(... Reactants: ClC=1SC(=NN1)C1=CC=C(C=C1)[N+](=O)[O-] (2-chloro-5-(4-nitro-phenyl)-1,3,4-thiadiazole), [N+](=O)(O)[O-].NC(=N)N (guanidine nitrate), [H-].[Na+] (sodium hydride oil dispersion), [H][H] (hydrogen). The solvent is CN(C=O)C (dimethylformamide), O (water), CN(C=O)C (dimethylformamide). Run at time 2 hour. Product: N(C(=N)N)C=1SC(=NN1)C1=CC=C(C=C1)[N+](=O)[O-] (2-Guanidino-5-(4-nitro-phenyl)-1,3,4-thiadiazole). The yield is 55.0%. As a reaction SMILES: [N+]([O-])(O)=O.[NH2:5][C:6]([NH2:8])=[NH:7].[H-].[Na+].[H][H].Cl[C:14]1[S:15][C:16]([C:19]2[CH:24]=[CH:23][C:22]([N+:25]([O-:27])=[O:26])=[CH:21][CH:20]=2)=[N:17][N:18]=1>CN(C)C=O.O>[NH:7]([C:14]1[S:15][C:16]([C:19]2[CH:20]=[CH:21][C:22]([N+:25]([O-:27])=[O:26])=[CH:23][CH:24]=2)=[N:17][N:18]=1)[C:6]([NH2:8])=[NH:5] |f:0.1,2.3|. Procedure details: 24.13 gm of guanidine nitrate were added in small portions over a period of 30 minutes to 6.5 gm of a 50% sodium hydride oil dispersion in 200 ml of dimethylformamide. After the evolution of hydrogen has ceased, a solution 15.8 gm of 2-chloro-5-(4-nitro-phenyl)-1,3,4-thiadiazole in 300 ml of dimethylformamide was added dropwise to the mixture, which was then stirred at room temperature for 2 hours, and then at 90° C. for 30 minutes. After cooling and dilution with water, the precipitate formed t...